The task is: describe an organic reaction: reactants, conditions, products, and yield. This data is from the Open Reaction Database (ORD), a public repository of structured organic reaction records. Starting materials: C(C)(C)(C)OC(=O)N1CCC(CC1)OC1=CC=C(NCC2=CC=C3C=CC(=CC3=C2)C#N)C=C1 (7-[[4-[(1-t-butoxycarbonyl-4-piperidyl)oxy]anilino]methyl]-2-naphthalenecarbonitrile), S1C(=CC=C1)C(=O)Cl (thienoyl chloride). Product: C(C)(C)(C)OC(=O)N1CCC(CC1)OC1=CC=C(C=C1)N(C(=O)C=1SC=CC1)CC1=CC2=CC(=CC=C2C=C1)C#N (N-[4-[(1-t-Butoxycarbonyl-4-piperidyl)oxy]phenyl]-N-[(7-cyano-2-naphthyl)methyl]-2-thiophenamide). Reaction SMILES: [C:1]([O:5][C:6]([N:8]1[CH2:13][CH2:12][CH:11]([O:14][C:15]2[CH:34]=[CH:33][C:18]([NH:19][CH2:20][C:21]3[CH:30]=[C:29]4[C:24]([CH:25]=[CH:26][C:27]([C:31]#[N:32])=[CH:28]4)=[CH:23][CH:22]=3)=[CH:17][CH:16]=2)[CH2:10][CH2:9]1)=[O:7])([CH3:4])([CH3:3])[CH3:2].[S:35]1[CH:39]=[CH:38][CH:37]=[C:36]1[C:40](Cl)=[O:41]>>[C:1]([O:5][C:6]([N:8]1[CH2:13][CH2:12][CH:11]([O:14][C:15]2[CH:16]=[CH:17][C:18]([N:19]([CH2:20][C:21]3[CH:22]=[CH:23][C:24]4[C:29](=[CH:28][C:27]([C:31]#[N:32])=[CH:26][CH:25]=4)[CH:30]=3)[C:40]([C:36]3[S:35][CH:39]=[CH:38][CH:37]=3)=[O:41])=[CH:33][CH:34]=2)[CH2:10][CH2:9]1)=[O:7])([CH3:4])([CH3:2])[CH3:3]. Procedure details: Starting compound: 7-[[4-[(1-t-butoxycarbonyl-4-piperidyl)oxy]anilino]methyl]-2-naphthalenecarbonitrile, thienoyl chloride. Starting materials: [Ag+], CC(=O)[O-], C=CCc1ccc(O)c(-c2cc(CC=C)ccc2OCCCCCCBr)c1, CC(=O)O. Yields the product C=CCc1ccc(O)c(-c2cc(CC=C)ccc2OCCCCCCOC(C)=O)c1. Reaction SMILES: [Ag+:36].[C:32]([O-:33])(=[O:34])[CH3:35].[CH2:1]([CH:2]=[CH2:3])[c:4]1[cH:5][c:6](-[c:11]2[c:12]([O:20][CH2:21][CH2:22][CH2:23][CH2:24][CH2:25][CH2:26][Br:27])[cH:13][cH:14][c:15]([CH2:17][CH:18]=[CH2:19])[cH:16]2)[c:7]([OH:10])[cH:8][cH:9]1.[CH3:28][C:29]([OH:30])=[O:31]>>[CH2:1]([CH:2]=[CH2:3])[c:4]1[cH:5][c:6](-[c:11]2[c:12]([O:20][CH2:21][CH2:22][CH2:23][CH2:24][CH2:25][CH2:26][O:31][C:29]([CH3:28])=[O:30])[cH:13][cH:14][c:15]([CH2:17][CH:18]=[CH2:19])[cH:16]2)[c:7]([OH:10])[cH:8][cH:9]1. Reactants: C([O-])([O-])=O.[K+].[K+] (potassium carbonate), C(C)[SiH](CC)CC (triethylsilane), B(F)(F)F.CCOCC (BF3.Et2O), COC=1C=C(C(=O)[C@@H]2N(CCC2)C(C(F)(F)F)=O)C=CC1OC ((R)-2-(3,4-dimethoxybenzoyl)-1-trifluoroacetylpyrrolidine). Solvent: C(Cl)Cl (CH2Cl2), C(Cl)Cl (CH2Cl2). Run at time 3 day. The product is COC=1C=C(C[C@@H]2N(CCC2)C(C(F)(F)F)=O)C=CC1OC ((R)-2-(3,4-dimethoxybenzyl)-1-trifluoroacetylpyrrolidine). Isolated yield 67.2%. Reaction SMILES: [CH3:1][O:2][C:3]1[CH:4]=[C:5]([CH:19]=[CH:20][C:21]=1[O:22][CH3:23])[C:6]([C@H:8]1[CH2:12][CH2:11][CH2:10][N:9]1[C:13](=[O:18])[C:14]([F:17])([F:16])[F:15])=O.C([SiH](CC)CC)C.B(F)(F)F.CCOCC.C(=O)([O-])[O-].[K+].[K+]>C(Cl)Cl>[CH3:1][O:2][C:3]1[CH:4]=[C:5]([CH:19]=[CH:20][C:21]=1[O:22][CH3:23])[CH2:6][C@H:8]1[CH2:12][CH2:11][CH2:10][N:9]1[C:13](=[O:18])[C:14]([F:17])([F:15])[F:16] |f:2.3,4.5.6|. Reported procedure: (R)-2-(3,4-dimethoxybenzoyl)-1-trifluoroacetylpyrrolidine (4.9 g, 0.015 mol) was dissolved in 50 mL dry CH2Cl2 in a 500 mL round-bottom flask. To the solution was added triethylsilane (20 g, 0.172 mol) and BF3.Et2O (50 mL). The reaction mixture was stirred at room temperature for 3 days, after which time a saturated aqueous solution of potassium carbonate was added cautiously in a dropwise manner. When no more gas was evolved, 100 mL CH2Cl2 was added. The mixture was then shaken. The triphasic m... The reactants are FC1=CC=C(C#N)C=C1 (4-fluorobenzonitrile), C(O)CN (ethanolamine). Yields the product OCCNC1=CC=C(C#N)C=C1 (4-(2-Hydroxyethylamino)benzonitrile). RXN SMILES: F[C:2]1[CH:9]=[CH:8][C:5]([C:6]#[N:7])=[CH:4][CH:3]=1.[CH2:10]([CH2:12][NH2:13])[OH:11]>>[OH:11][CH2:10][CH2:12][NH:13][C:2]1[CH:9]=[CH:8][C:5]([C:6]#[N:7])=[CH:4][CH:3]=1. Procedure: According to a similar manner to that in Reference Example 3, the title compound was synthesized from 4-fluorobenzonitrile and ethanolamine. Starting materials: FC1=C(C=O)C=CC=C1 (2-fluorobenzaldehyde), C1CC(=O)N(C1=O)Br (NBS), C(CCS)S (1,3-propanedithiol). Solvent: C(Cl)Cl (CH2Cl2). Run at time 0.75 hour. Yields the product FC1=C(C=CC=C1)C1SCCCS1 (2-(2-fluorophenyl)-1,3-dithiane). Yield: 78.2%. As a reaction SMILES: [F:1][C:2]1[CH:9]=[CH:8][CH:7]=[CH:6][C:3]=1[CH:4]=O.C1C(=O)N(Br)C(=O)C1.[CH2:18]([SH:22])[CH2:19][CH2:20][SH:21]>C(Cl)Cl>[F:1][C:2]1[CH:9]=[CH:8][CH:7]=[CH:6][C:3]=1[CH:4]1[S:22][CH2:18][CH2:19][CH2:20][S:21]1. Procedure details: To a solution of 2-fluorobenzaldehyde (10.03 g, 80.8 mmol, 1.0 eq.) and NBS (2.16 g, 12.1 mmol, 0.2 eq.) in CH2Cl2 (400 mL) was added 1,3-propanedithiol (9.8 mL, 97.6 mmol, 1.2 eq.). After 0.75 h, the reaction mixture was concentrated in vacuo. The residue was diluted with CH2Cl2 and water, and the layers were separated. The organic layer was dried over Na2SO4, filtered, concentrated in vacuo, and triturated with hexanes to give 2-(2-fluorophenyl)-1,3-dithiane as a white solid (13.55 g, 78% yiel...